Dataset: the Open Reaction Database (ORD), a public repository of structured organic reaction records. Task: describe an organic reaction: reactants, conditions, products, and yield Reactants: [Li]CCCC, CCCCCC1CCC(CC=O)CC1, C1CCOC1, CCCCCC, Cl, C#Cc1ccc(F)cc1. Product: CCCCCC1CCC(CC(O)C#Cc2ccc(F)cc2)CC1. RXN SMILES: [CH2:16]([Li:17])[CH2:18][CH2:19][CH3:20].[CH2:21]([CH2:22][CH2:23][CH2:24][CH3:25])[CH:26]1[CH2:27][CH2:28][CH:29]([CH2:32][CH:33]=[O:34])[CH2:30][CH2:31]1.[CH2:36]1[O:37][CH2:38][CH2:39][CH2:40]1.[CH3:10][CH2:11][CH2:12][CH2:13][CH2:14][CH3:15].[ClH:35].[F:1][c:2]1[cH:3][cH:4][c:5]([C:8]#[CH:9])[cH:6][cH:7]1>>[F:1][c:2]1[cH:3][cH:4][c:5]([C:8]#[C:9][CH:33]([CH2:32][CH:29]2[CH2:28][CH2:27][CH:26]([CH2:21][CH2:22][CH2:23][CH2:24][CH3:25])[CH2:31][CH2:30]2)[OH:34])[cH:6][cH:7]1. The reactants are OCC(=O)C1=CC=CC=C1 (2-hydroxyacetophenone), [Cl-].COC(C1=CC=C(C(=O)O)C=C1)=O (terephthalic acid monomethyl ester chloride). The solvent is C(C)(=O)OCC (ethyl acetate), N1=CC=CC=C1 (pyridine). Yields the product COC(C1=CC=C(C(=O)O)C=C1)=O (terephthalic acid methylester). The yield is 82.8%. Reaction SMILES: OCC(C1C=CC=CC=1)=O.[Cl-].[CH3:12][O:13][C:14](=[O:24])[C:15]1[CH:23]=[CH:22][C:18]([C:19]([OH:21])=[O:20])=[CH:17][CH:16]=1>N1C=CC=CC=1.C(OCC)(=O)C>[CH3:12][O:13][C:14](=[O:24])[C:15]1[CH:23]=[CH:22][C:18]([C:19]([OH:21])=[O:20])=[CH:17][CH:16]=1 |f:1.2|. Procedure details: To a solution of the thus-obtained 112 mg of 2-hydroxyacetophenone in 10 ml of pyridine was added 300 mg of terephthalic acid monomethyl ester chloride and the mixture stirred at room temperature for one night. The reaction mixture was diluted with ethyl acetate and washed with water, Cu(NO3) 0.2aq, water, sodium bicarbonate solution, saturated saline solution and dried over MgSO4. The distillation of the solvent and purification by chromatography through silica gel column gave 161 mg (yield: 82... Procedure: Potassium hydroxide (123.0 mg, 1.87 mmol) is added to a 020 C. solution of 2-[(3-trifluoromethylphenyl)amino]-benzoic acid, hydrazide (515.8 mg, 1.75 mmol) and carbon disulfide (250 μl, 3.96 mmol) in 15 ml of methanol. The mixture is heated at reflux overnight. The solution is concentrated in vacuo and the residue dissolved in water. The resulting aqueous solution is acidified with 1N hydrochloric acid and the resulting solids extracted into a 1:1 mixture of ether and ethyl acetate. The organic ... The product is FC(C=1C=C(C=CC1)NC1=C(C=CC=C1)C1=NNC(O1)=S)(F)F (5-[2-[[3-(Trifluoromethyl)phenyl]amino]phenyl]-1,3,4-oxadiazol-2(3H)-thione). Yield: 68.8%. The reactants are [OH-].[K+] (Potassium hydroxide), FC(C=1C=C(C=CC1)NC1=C(C(=O)NN)C=CC=C1)(F)F (2-[(3-trifluoromethylphenyl)amino]-benzoic acid, hydrazide), C(=S)=S (carbon disulfide). Solvent: CO (methanol). As a reaction SMILES: [OH-].[K+].[F:3][C:4]([F:23])([F:22])[C:5]1[CH:6]=[C:7]([NH:11][C:12]2[CH:21]=[CH:20][CH:19]=[CH:18][C:13]=2[C:14]([NH:16][NH2:17])=[O:15])[CH:8]=[CH:9][CH:10]=1.[C:24](=S)=[S:25]>CO>[F:3][C:4]([F:22])([F:23])[C:5]1[CH:6]=[C:7]([NH:11][C:12]2[CH:21]=[CH:20][CH:19]=[CH:18][C:13]=2[C:14]2[O:15][C:24](=[S:25])[NH:17][N:16]=2)[CH:8]=[CH:9][CH:10]=1 |f:0.1|.